Dataset: the Open Reaction Database (ORD), a public repository of structured organic reaction records. Task: describe an organic reaction: reactants, conditions, products, and yield The reactants are resultant mixture, OCCN1CCOCC1 (N-(2-hydroxyethyl)morpholine), [H-].[Na+] (sodium hydride), FC1=CC=C2C(NC=NC2=C1)=O (7-fluoro-3,4-dihydroquinazolin-4-one). The solvent is CN(C)C=O (DMF), CN(C)C=O (DMF). Conditions: temperature 50 celsius. Product: O1CCN(CC1)CCOC1=CC=C2C(NC=NC2=C1)=O (7-(2-morpholinoethoxy)-3,4-dihydroquinazolin-4-one). RXN SMILES: [OH:1][CH2:2][CH2:3][N:4]1[CH2:9][CH2:8][O:7][CH2:6][CH2:5]1.[H-].[Na+].F[C:13]1[CH:22]=[C:21]2[C:16]([C:17](=[O:23])[NH:18][CH:19]=[N:20]2)=[CH:15][CH:14]=1>CN(C=O)C>[O:7]1[CH2:8][CH2:9][N:4]([CH2:3][CH2:2][O:1][C:13]2[CH:22]=[C:21]3[C:16]([C:17](=[O:23])[NH:18][CH:19]=[N:20]3)=[CH:15][CH:14]=2)[CH2:5][CH2:6]1 |f:1.2|. Procedure: A mixture of N-(2-hydroxyethyl)morpholine (2.66 ml), sodium hydride (60% dispersion in mineral oil, 0.88 g) and DMF (25 ml) was warmed to 50° C. for 3 minutes. The resulting solution was allowed to cool for 10 minutes before a solution of 7-fluoro-3,4-dihydroquinazolin-4-one (1.64 g) in DMF (25 ml) was added and the resultant mixture was heated to 125° C. for 18 hours. The solvent was evaporated and the residue was partitioned between methylene chloride and 2N hydrochloric acid solution. The org... Reactants: TEA, NC1=CC(=C(C=C1)[C@H](C(=O)OC)CC)CN(C(C(C1=CC(=C(C=C1)[C@H](CO)C)C)NC=1C=C2C(=CN=C(C2=CC1)N(C(=O)OC(C)(C)C)C(=O)OC(C)(C)C)F)=O)C (Methyl (2R)-2-[4-amino-2-({2-[(1-{bis[(tert-butoxy)carbonyl]amino}-4-fluoroisoquinolin-6-yl)amino]-2-{4-[(2R)-1-hydroxypropan-2-yl]-3-methylphenyl}-N-methylacetamido}methyl)phenyl]butanoate), C(=O)(Cl)Cl (phosgene). Solvent: C(Cl)Cl (CH2Cl2), C(C)#N (acetonitrile), ClCCl (dichloromethane). Reaction conditions: temperature 0 celsius, time 5 minute. Yields the product C(C)(C)(C)OC(=O)N(C1=NC=C(C2=CC(=CC=C12)N[C@@H]1C2=CC(=C([C@H](COC(NC=3C=CC(=C(CN(C1=O)C)C3)[C@H](C(=O)OC)CC)=O)C)C=C2)C)F)C(=O)OC(C)(C)C (Methyl (2R)-2-[(2R,15R)-2-[(1-{bis[(tert-butoxy)carbonyl]amino}-4-fluoroisoquinolin-6-yl)amino]-4,15,17-trimethyl-3,12-dioxo-13-oxa-4,11-diazatricyclo[14.2.2.16,10]henicosa-1(18),6,8,10 (21),16,19-hexaen-7-yl]butanoate). Isolated yield 33.0%. Reaction SMILES: [NH2:1][C:2]1[CH:7]=[CH:6][C:5]([C@@H:8]([CH2:13][CH3:14])[C:9]([O:11][CH3:12])=[O:10])=[C:4]([CH2:15][N:16]([CH3:58])[C:17](=[O:57])[CH:18]([NH:30][C:31]2[CH:32]=[C:33]3[C:38](=[CH:39][CH:40]=2)[C:37]([N:41]([C:49]([O:51][C:52]([CH3:55])([CH3:54])[CH3:53])=[O:50])[C:42]([O:44][C:45]([CH3:48])([CH3:47])[CH3:46])=[O:43])=[N:36][CH:35]=[C:34]3[F:56])[C:19]2[CH:24]=[CH:23][C:22]([C@@H:25]([CH3:28])[CH2:26][OH:27])=[C:21]([CH3:29])[CH:20]=2)[CH:3]=1.[C:59](Cl)(Cl)=[O:60]>C(#N)C.ClCCl>[C:52]([O:51][C:49]([N:41]([C:42]([O:44][C:45]([CH3:48])([CH3:46])[CH3:47])=[O:43])[C:37]1[C:38]2[C:33](=[CH:32][C:31]([NH:30][C@H:18]3[C:17](=[O:57])[N:16]([CH3:58])[CH2:15][C:4]4[CH:3]=[C:2]([CH:7]=[CH:6][C:5]=4[C@@H:8]([CH2:13][CH3:14])[C:9]([O:11][CH3:12])=[O:10])[NH:1][C:59](=[O:60])[O:27][CH2:26][C@H:25]([CH3:28])[C:22]4[CH:23]=[CH:24][C:19]3=[CH:20][C:21]=4[CH3:29])=[CH:40][CH:39]=2)[C:34]([F:56])=[CH:35][N:36]=1)=[O:50])([CH3:55])([CH3:54])[CH3:53]. Procedure details: A solution of 13F (235 mg, 0.293 mmol) in acetonitrile (4 mL) and dichloromethane (2 mL) was cooled to 0° C. To this solution was added phosgene (20% in toluene, 0.159 mL, 0.322 mmol). The mixture was stirred at 0° C. for 5 min, and rt for 1 h. The mixture was bubbled with Ar for 10 min to remove excess phosgene. The resulting solution was added dropwise over 3 h via a syringe pump into a solution of TEA (0.408 mL, 2.93 mmol) in CH2Cl2 (100 mL) at rt. The solution was stirred at rt for 16 h. The... The reactants are C(=O)(O)CN(CC(=O)O)CCN(CCN(CC(=O)O)CC(=O)OCC)CC(=O)O (N3,N6 -bis-(carboxymethyl)-N9 -(ethoxycarbonylmethyl)-3,6,9-triazaundecanedioic acid), C(C)(=O)OC(C)=O (acetic anhydride), N1=CC=CC=C1 (pyridine). Conditions: time 3 day. Product: O=C1OC(CN(C1)CCC(C(=O)O)NCCN(CC(=O)O)CC(=O)OCC)=O ((2,6-dioxomorpholinoethyl)-N6 -(ethoxycarbonylmethyl)-3,6-diazaoctanedioic acid). Reaction SMILES: C(CN(CC[N:12]([CH2:26][C:27]([OH:29])=[O:28])[CH2:13][CH2:14][N:15]([CH2:20][C:21]([O:23][CH2:24][CH3:25])=[O:22])[CH2:16][C:17]([OH:19])=[O:18])CC(O)=O)(O)=O.[N:30]1C=CC=[CH:32][CH:31]=1.[C:36]([O:39][C:40](=[O:42])[CH3:41])(=[O:38])[CH3:37]>>[O:38]=[C:36]1[CH2:37][N:30]([CH2:31][CH2:32][CH:26]([NH:12][CH2:13][CH2:14][N:15]([CH2:20][C:21]([O:23][CH2:24][CH3:25])=[O:22])[CH2:16][C:17]([OH:19])=[O:18])[C:27]([OH:29])=[O:28])[CH2:41][C:40](=[O:42])[O:39]1. Reported procedure: A suspension of 21.2 g (50 mmol) of N3,N6 -bis-(carboxymethyl)-N9 -(ethoxycarbonylmethyl)-3,6,9-triazaundecanedioic acid (J. Pharm. Sci. 68, 1979, 194) in 250 ml of acetic anhydride is stirred, after the addition of 42.2 ml of pyridine, for three days at room temperature. Then the precipitate is suctioned off, it is washed three times, each time with 50 ml of acetic anhydride and then stirred up for several hours with absolute diethylether. After suctioning off, washing with absolute diethylethe... Starting materials: BrC1=C(C=CC=C1)N (2-Bromobenzenamine), N(=O)[O-].[Na+] (sodium nitrite), N1=CC=CC=C1 (pyridine), ice. Run in Cl (HCl), O (water), O (water). Conditions: temperature 80 celsius. The product is BrC1=C(C=CC=C1)C1=NC=CC=C1 (2-(2-Bromophenyl)pyridine). As a reaction SMILES: [Br:1][C:2]1[CH:7]=[CH:6][CH:5]=[CH:4][C:3]=1N.N([O-])=O.[Na+].[N:13]1[CH:18]=[CH:17][CH:16]=[CH:15][CH:14]=1>Cl.O>[Br:1][C:2]1[CH:7]=[CH:6][CH:5]=[CH:4][C:3]=1[C:14]1[CH:15]=[CH:16][CH:17]=[CH:18][N:13]=1 |f:1.2|. Reported procedure: 2-Bromobenzenamine (18.77 g) in 50 ml of conc HCl and 50 ml of water, was cooled in an ice bath and treated dropwise with stirring with a solution of sodium nitrite (8.28 g) in water (35 ml). After the addition was complete, the mixture was stirred in the ice bath for a further 30 minutes and then added portionwise (over 5 minutes) to pyridine (275 ml) stirred in an oil bath at 80° C. The mixture was heated (at 80° C.) for a further 1 hour, when the excess of pyridine was distilled off under red... The reactants are Brc1ccc[se]1, CCO, CCCOc1ccc(-c2ccc(B(O)O)cc2)c(F)c1F, [Na+], [Na+], O=C([O-])[O-], Cc1ccccc1, c1ccc(P(c2ccccc2)(c2ccccc2)[Pd](P(c2ccccc2)(c2ccccc2)c2ccccc2)(P(c2ccccc2)(c2ccccc2)c2ccccc2)P(c2ccccc2)(c2ccccc2)c2ccccc2)cc1. The product is CCCOc1ccc(-c2ccc(-c3ccc[se]3)cc2)c(F)c1F. Reaction SMILES: [Br:1][c:2]1[se:3][cH:4][cH:5][cH:6]1.[CH2:34]([OH:35])[CH3:36].[F:7][c:8]1[c:9](-[c:19]2[cH:20][cH:21][c:22]([B:25]([OH:26])[OH:27])[cH:23][cH:24]2)[cH:10][cH:11][c:12]([O:15][CH2:16][CH2:17][CH3:18])[c:13]1[F:14].[Na+:28].[Na+:29].[O-:30][C:31](=[O:32])[O-:33].[c:37]1([CH3:38])[cH:39][cH:40][cH:41][cH:42][cH:43]1.[cH:44]1[cH:45][cH:46][c:47]([P:48]([Pd:49]([P:50]([c:51]2[cH:52][cH:53][cH:54][cH:55][cH:56]2)([c:57]2[cH:58][cH:59][cH:60][cH:61][cH:62]2)[c:63]2[cH:64][cH:65][cH:66][cH:67][cH:68]2)([P:69]([c:70]2[cH:71][cH:72][cH:73][cH:74][cH:75]2)([c:76]2[cH:77][cH:78][cH:79][cH:80][cH:81]2)[c:82]2[cH:83][cH:84][cH:85][cH:86][cH:87]2)[P:88]([c:89]2[cH:90][cH:91][cH:92][cH:93][cH:94]2)([c:95]2[cH:96][cH:97][cH:98][cH:99][cH:100]2)[c:101]2[cH:102][cH:103][cH:104][cH:105][cH:106]2)([c:107]2[cH:108][cH:109][cH:110][cH:111][cH:112]2)[c:113]2[cH:114][cH:115][cH:116][cH:117][cH:118]2)[cH:119][cH:120]1>>[c:2]1(-[c:22]2[cH:21][cH:20][c:19](-[c:9]3[c:8]([F:7])[c:13]([F:14])[c:12]([O:15][CH2:16][CH2:17][CH3:18])[cH:11][cH:10]3)[cH:24][cH:23]2)[se:3][cH:4][cH:5][cH:6]1. Starting materials: [Al+3], CCC(=O)NC1CCCC(Oc2ccc3[nH]ncc3c2OC)C1, [H-], [H-], [H-], [H-], [Li+], [Na+], C1CCOC1, [OH-], O. Product: CCCNC1CCCC(Oc2ccc3[nH]ncc3c2OC)C1. As a reaction SMILES: [Al+3:25].[CH3:1][O:2][c:3]1[c:4]2[cH:5][n:6][nH:7][c:8]2[cH:9][cH:10][c:11]1[O:12][CH:13]1[CH2:14][CH:15]([NH:19][C:20]([CH2:21][CH3:22])=[O:23])[CH2:16][CH2:17][CH2:18]1.[H-:24].[H-:27].[H-:28].[H-:29].[Li+:26].[Na+:31].[O:32]1[CH2:33][CH2:34][CH2:35][CH2:36]1.[OH-:30].[OH2:37]>>[CH3:1][O:2][c:3]1[c:4]2[cH:5][n:6][nH:7][c:8]2[cH:9][cH:10][c:11]1[O:12][CH:13]1[CH2:14][CH:15]([NH:19][CH2:20][CH2:21][CH3:22])[CH2:16][CH2:17][CH2:18]1. Reactants: O=c1ncn(Cc2ccccc2Br)c2nc(N3CCOCC3)sc12, CCB(O)O, Cc1ccccc1, [K+], [K+], [K+], CC(=O)[O-], CC(=O)[O-], O=P([O-])([O-])[O-], [Pd+2]. The product is CCc1ccccc1Cn1cnc(=O)c2sc(N3CCOCC3)nc21. As a reaction SMILES: [Br:1][c:2]1[c:3]([CH2:8][n:9]2[cH:10][n:11][c:12](=[O:24])[c:13]3[c:14]2[n:15][c:16]([N:18]2[CH2:19][CH2:20][O:21][CH2:22][CH2:23]2)[s:17]3)[cH:4][cH:5][cH:6][cH:7]1.[CH2:25]([CH3:26])[B:27]([OH:28])[OH:29].[CH3:38][c:39]1[cH:40][cH:41][cH:42][cH:43][cH:44]1.[K+:35].[K+:36].[K+:37].[O-:46][C:47]([CH3:48])=[O:49].[O-:50][C:51]([CH3:52])=[O:53].[P:30]([O-:31])([O-:32])([O-:33])=[O:34].[Pd+2:45]>>[c:2]1([CH2:25][CH3:26])[c:3]([CH2:8][n:9]2[cH:10][n:11][c:12](=[O:24])[c:13]3[c:14]2[n:15][c:16]([N:18]2[CH2:19][CH2:20][O:21][CH2:22][CH2:23]2)[s:17]3)[cH:4][cH:5][cH:6][cH:7]1. Starting materials: CCCCC1=CCCc2cc(OC)ccc21, CN(C)C=O, ClCCl, O=P(Cl)(Cl)Cl. Yields the product CCCCC1=C(C=O)CCc2cc(OC)ccc21. RXN SMILES: [CH2:6]([CH2:7][CH2:8][CH3:9])[C:10]1=[CH:11][CH2:12][CH2:13][c:14]2[cH:15][c:16]([O:20][CH3:21])[cH:17][cH:18][c:19]21.[CH3:22][N:23]([CH:24]=[O:25])[CH3:26].[Cl:27][CH2:28][Cl:29].[P:1]([Cl:2])([Cl:3])([Cl:4])=[O:5]>>[CH2:6]([CH2:7][CH2:8][CH3:9])[C:10]1=[C:11]([CH:24]=[O:25])[CH2:12][CH2:13][c:14]2[cH:15][c:16]([O:20][CH3:21])[cH:17][cH:18][c:19]21. Starting materials: N[C@@H]1[C@@H](CN(CC1)C=1C=CC(=C(C(=O)OC)C1)OC)OC (Methyl cis(±)-5-(4-amino-3-methoxypiperidin-1-yl)-2-methoxybenzoate), C=1C=CC2=C(C1)N=NN2O (HOBT), ClC=1N=C(NC1CC)C(=O)O (4-chloro-5-ethyl-1H-imidazole-2-carboxylic acid), CCN=C=NCCCN(C)C.Cl (WSC hydrochloride). Solvent: CC(=O)N(C)C (DMA), ClCCl (dichloromethane). The product is ClC=1N=C(NC1CC)C(=O)N[C@@H]1[C@@H](CN(CC1)C=1C=CC(=C(C(=O)OC)C1)OC)OC (Methyl cis(±)-5-(4-{[(4-chloro-5-ethyl-1H-imidazol-2-yl)carbonyl]amino}-3-methoxypiperidin-1-yl)-2-methoxybenzoate). Isolated yield 58.2%. As a reaction SMILES: [NH2:1][C@H:2]1[CH2:7][CH2:6][N:5]([C:8]2[CH:9]=[CH:10][C:11]([O:18][CH3:19])=[C:12]([CH:17]=2)[C:13]([O:15][CH3:16])=[O:14])[CH2:4][C@H:3]1[O:20][CH3:21].[Cl:22][C:23]1[N:24]=[C:25]([C:30](O)=[O:31])[NH:26][C:27]=1[CH2:28][CH3:29].CCN=C=NCCCN(C)C.Cl.C1C=CC2N(O)N=NC=2C=1>CC(N(C)C)=O.ClCCl>[Cl:22][C:23]1[N:24]=[C:25]([C:30]([NH:1][C@H:2]2[CH2:7][CH2:6][N:5]([C:8]3[CH:9]=[CH:10][C:11]([O:18][CH3:19])=[C:12]([CH:17]=3)[C:13]([O:15][CH3:16])=[O:14])[CH2:4][C@H:3]2[O:20][CH3:21])=[O:31])[NH:26][C:27]=1[CH2:28][CH3:29] |f:2.3|. Procedure: The same operation as in Example (1g) was performed using methyl cis(±)-5-(4-amino-3-methoxypiperidin-1-yl)-2-methoxybenzoate obtained in Example (258b) (about 0.08 mmol), 4-chloro-5-ethyl-1H-imidazole-2-carboxylic acid obtained in Example (1d) (14 mg, 0.08 mmol), WSC hydrochloride (52 mg, 0.27 mmol), HOBT (18 mg, 0.14 mmol), dichloromethane (1 mL) and DMA (1 mL), to obtain 21 mg of the title compound as a colorless oily substance (57%).